Dataset: the Open Reaction Database (ORD), a public repository of structured organic reaction records. Task: describe an organic reaction: reactants, conditions, products, and yield The reactants are ClC1=C(C=C(C(=C1[N+](=O)[O-])Cl)[N+](=O)[O-])C (2,4-dichloro-3,5-dinitrotoluene), C(C)(CC)N (sec-butylamine). The solvent is C1CCCCC1 (cyclohexane). Product: C(C)(CC)NC1=C(C(=C(C=C1[N+](=O)[O-])C)Cl)[N+](=O)[O-] (N-sec-butyl-3-chloro-4-methyl-2,6-dinitroaniline). RXN SMILES: [Cl:1][C:2]1[C:7]([N+:8]([O-:10])=[O:9])=[C:6](Cl)[C:5]([N+:12]([O-:14])=[O:13])=[CH:4][C:3]=1[CH3:15].[CH:16]([NH2:20])([CH2:18][CH3:19])[CH3:17]>C1CCCCC1>[CH:16]([NH:20][C:6]1[C:5]([N+:12]([O-:14])=[O:13])=[CH:4][C:3]([CH3:15])=[C:2]([Cl:1])[C:7]=1[N+:8]([O-:10])=[O:9])([CH2:18][CH3:19])[CH3:17]. Reported procedure: A mixture of 10.04 g. (0.04 mole) of 2,4-dichloro-3,5-dinitrotoluene, 5.85 g. (0.08 mole) of sec-butylamine and 200 ml. of cyclohexane is stirred at reflux for six hours. The mixture is filtered and the filtrate is evaporated at reduced pressure. The filtrate is partitioned between ether and dilute hydrochloric acid. The organic phase is washed with water and brine, dried over magnesium sulfate and evaporated in vacuo. Crystallization of the residue from ethanol gives 7.71 g. of orange crystals,... The reactants are COc1cc2c(cc1OC)N(C(=O)c1ccc(Br)c(C)c1)Cc1cccn1C2, OB(O)c1ccccc1C(F)(F)F, [K+], [K+], [K+], C1COCCO1, O=P([O-])([O-])[O-], [Pd], c1ccc(P(c2ccccc2)c2ccccc2)cc1, c1ccc(P(c2ccccc2)c2ccccc2)cc1, c1ccc(P(c2ccccc2)c2ccccc2)cc1, c1ccc(P(c2ccccc2)c2ccccc2)cc1. The product is COc1cc2c(cc1OC)N(C(=O)c1ccc(-c3ccccc3C(F)(F)F)c(C)c1)Cc1cccn1C2. RXN SMILES: [CH3:1][O:2][c:3]1[c:4]([O:27][CH3:28])[cH:5][c:6]2[c:7]([cH:26]1)[CH2:8][n:9]1[c:10]([cH:23][cH:24][cH:25]1)[CH2:11][N:12]2[C:13](=[O:14])[c:15]1[cH:16][c:17]([CH3:22])[c:18]([Br:21])[cH:19][cH:20]1.[F:29][C:30]([c:31]1[c:32]([B:37]([OH:38])[OH:39])[cH:33][cH:34][cH:35][cH:36]1)([F:40])[F:41].[K+:47].[K+:48].[K+:49].[O:127]1[CH2:128][CH2:129][O:130][CH2:131][CH2:132]1.[P:42]([O-:43])([O-:44])([O-:45])=[O:46].[Pd:50].[c:108]1([P:109]([c:110]2[cH:111][cH:112][cH:113][cH:114][cH:115]2)[c:116]2[cH:117][cH:118][cH:119][cH:120][cH:121]2)[cH:122][cH:123][cH:124][cH:125][cH:126]1.[c:51]1([P:52]([c:53]2[cH:54][cH:55][cH:56][cH:57][cH:58]2)[c:59]2[cH:60][cH:61][cH:62][cH:63][cH:64]2)[cH:65][cH:66][cH:67][cH:68][cH:69]1.[c:70]1([P:71]([c:72]2[cH:73][cH:74][cH:75][cH:76][cH:77]2)[c:78]2[cH:79][cH:80][cH:81][cH:82][cH:83]2)[cH:84][cH:85][cH:86][cH:87][cH:88]1.[c:89]1([P:90]([c:91]2[cH:92][cH:93][cH:94][cH:95][cH:96]2)[c:97]2[cH:98][cH:99][cH:100][cH:101][cH:102]2)[cH:103][cH:104][cH:105][cH:106][cH:107]1>>[CH3:1][O:2][c:3]1[c:4]([O:27][CH3:28])[cH:5][c:6]2[c:7]([cH:26]1)[CH2:8][n:9]1[c:10]([cH:23][cH:24][cH:25]1)[CH2:11][N:12]2[C:13](=[O:14])[c:15]1[cH:16][c:17]([CH3:22])[c:18](-[c:32]2[c:31]([C:30]([F:29])([F:40])[F:41])[cH:36][cH:35][cH:34][cH:33]2)[cH:19][cH:20]1. Starting materials: COC1=CC=C(CN2N=C(C=3C2=NC=CC3OC3=C(C=C(C=C3)N)F)I)C=C1 (4-(1-(4-methoxybenzyl)-3-iodo-1H-pyrazolo[3,4-b]pyridin-4-yloxy)-3-fluorobenzenamine), N[C@H]1[C@H](CN(CC1)C(=O)OC(C)(C)C)F ((3S*,4R*)-tert-butyl 4-amino-3-fluoropiperidine-1-carboxylate), N1[C@@H](CCC1)C(=O)O ((S)-pyrrolidine-2-carboxylic acid), C(=O)([O-])[O-].[K+].[K+] (K2CO3). The reagents and catalysts are [Cu]I (copper(I)iodide). The solvent is CS(=O)C (DMSO). Reaction conditions: temperature 100 celsius, time 3 day. Product: COC1=CC=C(CN2N=C(C=3C2=NC=CC3OC3=C(C=C(C=C3)N)F)N[C@@H]3[C@@H](CN(CC3)C(=O)OC(C)(C)C)F)C=C1 ((3R*,4S*)-tert-butyl 4-(1-(4-methoxybenzyl)-4-(4-amino-2-fluorophenoxy)-1H-pyrazolo[3,4-b]pyridin-3-ylamino)-3-fluoropiperidine-1-carboxylate). RXN SMILES: [CH3:1][O:2][C:3]1[CH:28]=[CH:27][C:6]([CH2:7][N:8]2[C:12]3=[N:13][CH:14]=[CH:15][C:16]([O:17][C:18]4[CH:23]=[CH:22][C:21]([NH2:24])=[CH:20][C:19]=4[F:25])=[C:11]3[C:10](I)=[N:9]2)=[CH:5][CH:4]=1.[NH2:29][C@@H:30]1[CH2:35][CH2:34][N:33]([C:36]([O:38][C:39]([CH3:42])([CH3:41])[CH3:40])=[O:37])[CH2:32][C@@H:31]1[F:43].N1CCC[C@H]1C(O)=O.C([O-])([O-])=O.[K+].[K+]>[Cu]I.CS(C)=O>[CH3:1][O:2][C:3]1[CH:28]=[CH:27][C:6]([CH2:7][N:8]2[C:12]3=[N:13][CH:14]=[CH:15][C:16]([O:17][C:18]4[CH:23]=[CH:22][C:21]([NH2:24])=[CH:20][C:19]=4[F:25])=[C:11]3[C:10]([NH:29][C@H:30]3[CH2:35][CH2:34][N:33]([C:36]([O:38][C:39]([CH3:41])([CH3:40])[CH3:42])=[O:37])[CH2:32][C@H:31]3[F:43])=[N:9]2)=[CH:5][CH:4]=1 |f:3.4.5|. Procedure details: A mixture of 4-(1-(4-methoxybenzyl)-3-iodo-1H-pyrazolo[3,4-b]pyridin-4-yloxy)-3-fluorobenzenamine (0.123 g, 0.25 mmol, prepared according to Example 7, Step B), ±(3S*,4R*)-tert-butyl 4-amino-3-fluoropiperidine-1-carboxylate (0.164 g, 0.750 mmol, prepared according to WO 2006/087543), copper(I)iodide (0.00952 g, 0.0500 mmol), (S)-pyrrolidine-2-carboxylic acid (0.0115 g, 0.100 mmol), K2CO3 (0.173 g, 1.25 mmol), and DMSO (1 mL) was stirred at 100° C. for 3 days. The reaction was partitioned between... Reactants: Brc1cn[nH]c1, O=C([O-])[O-], Cc1ccccc1, NC1CCCCC1N, [Cu]I, CC(C)(C)C(=O)Nc1ncccc1I, [K+], [K+]. The product is CC(C)(C)C(=O)Nc1ncccc1-n1cc(Br)cn1. RXN SMILES: [Br:15][c:16]1[cH:17][n:18][nH:19][cH:20]1.[C:29](=[O:30])([O-:31])[O-:32].[CH3:37][c:38]1[cH:39][cH:40][cH:41][cH:42][cH:43]1.[CH:21]1([NH2:22])[CH2:23][CH2:24][CH2:25][CH2:26][CH:27]1[NH2:28].[Cu:35][I:36].[I:1][c:2]1[c:3]([NH:8][C:9]([C:10]([CH3:11])([CH3:12])[CH3:13])=[O:14])[n:4][cH:5][cH:6][cH:7]1.[K+:33].[K+:34]>>[c:2]1(-[n:19]2[n:18][cH:17][c:16]([Br:15])[cH:20]2)[c:3]([NH:8][C:9]([C:10]([CH3:11])([CH3:12])[CH3:13])=[O:14])[n:4][cH:5][cH:6][cH:7]1. Yields the product CN(C)C(=O)C(c1ccccc1)N1CCCC(Nc2ccc3[nH]ncc3c2)C1. Reactants: CCN=C=NCCCN(C)C, CNC, CN(C)c1ccccn1, CN(C)C=O, Cl, [Na+], On1nnc2ccccc21, O=C([O-])O, O=C(O)C(c1ccccc1)N1CCCC(Nc2ccc3[nH]ncc3c2)C1. As a reaction SMILES: [CH2:31]([N:32]=[C:33]=[N:34][CH2:35][CH2:36][CH2:37][N:38]([CH3:39])[CH3:40])[CH3:41].[CH3:1][NH:2][CH3:3].[CH3:52][N:53]([c:54]1[cH:55][cH:56][cH:57][cH:58][n:59]1)[CH3:60].[CH3:66][N:67]([CH3:68])[CH:69]=[O:70].[ClH:30].[Na+:61].[OH:42][n:43]1[c:44]2[cH:45][cH:46][cH:47][cH:48][c:49]2[n:50][n:51]1.[OH:62][C:63](=[O:64])[O-:65].[nH:4]1[n:5][cH:6][c:7]2[cH:8][c:9]([NH:13][CH:14]3[CH2:15][N:16]([CH:20]([C:21](=[O:22])[OH:23])[c:24]4[cH:25][cH:26][cH:27][cH:28][cH:29]4)[CH2:17][CH2:18][CH2:19]3)[cH:10][cH:11][c:12]12>>[CH3:1][N:2]([CH3:3])[C:21]([CH:20]([N:16]1[CH2:15][CH:14]([NH:13][c:9]2[cH:8][c:7]3[cH:6][n:5][nH:4][c:12]3[cH:11][cH:10]2)[CH2:19][CH2:18][CH2:17]1)[c:24]1[cH:25][cH:26][cH:27][cH:28][cH:29]1)=[O:23]. The reactants are C(c1ccc2c(ccnc2[Cl])c1)=O, CC1=CN=C(C=C1)N, [C-]#[N+]C1CCCCC1. Reagents/catalysts: O=C(O)C(F)(F)F (trifluoroacetic acid). Solvent: CC(C)O (isopropyl alcohol), CC(C)O (isopropylalcohol). Run at temperature 22 celsius, time 20 hour. The product is Cc1ccc2nc(c3ccc4c(ccnc4[Cl])c3)c(NC3CCCCC3)n2c1. Isolated yield 0.0%. RXN SMILES: CC1=CC=C(N)N=C1.[C-]#[N+]C1CCCCC1.ClC1=NC=CC2=CC(C=O)=CC=C12>>CC1=CN2C(C=C1)=NC(=C2NC1CCCCC1)C1=CC=C2C(C=CN=C2Cl)=C1.